This data is from the Open Reaction Database (ORD), a public repository of structured organic reaction records. The task is: describe an organic reaction: reactants, conditions, products, and yield Reactants: C(C)(C)(C)NC (tert-butylmethylamine), ClS(=O)(=O)CC(=O)OC (methyl chlorosulfonylacetate). Yields the product COC(CS(N(C)C(C)(C)C)(=O)=O)=O (Methyl(N-tert-butyl-N-methylsulfamoyl)acetate). Isolated yield 60296.7%. As a reaction SMILES: [C:1]([NH:5][CH3:6])([CH3:4])([CH3:3])[CH3:2].Cl[S:8]([CH2:11][C:12]([O:14][CH3:15])=[O:13])(=[O:10])=[O:9]>>[CH3:15][O:14][C:12](=[O:13])[CH2:11][S:8](=[O:10])(=[O:9])[N:5]([C:1]([CH3:4])([CH3:3])[CH3:2])[CH3:6]. Reported procedure: The subtitle compound (14.81 g, 59%) was prepared as a yellow oil from tert-butylmethylamine (24.48 g, 0.28 mol) and methyl chlorosulfonylacetate (19.37 g, 0.11 mmol), using the method of Example 1(a). Starting materials: O=C(n1ccnc1)n1ccnc1, C=CCN, CN(C)C=O, Nc1c(C(=O)O)nnc2c(Br)cccc12. Product: C=CCNC(=O)c1nnc2c(Br)cccc2c1N. RXN SMILES: [C:16]([n:17]1[cH:18][cH:19][n:20][cH:21]1)([n:22]1[cH:23][cH:24][n:25][cH:26]1)=[O:27].[CH2:28]([CH:29]=[CH2:30])[NH2:31].[CH3:32][N:33]([CH3:34])[CH:35]=[O:36].[NH2:1][c:2]1[c:3]([C:13](=[O:14])[OH:15])[n:4][n:5][c:6]2[c:7]([Br:12])[cH:8][cH:9][cH:10][c:11]12>>[NH2:1][c:2]1[c:3]([C:13](=[O:15])[NH:31][CH2:28][CH:29]=[CH2:30])[n:4][n:5][c:6]2[c:7]([Br:12])[cH:8][cH:9][cH:10][c:11]12. The reactants are C#CC(C)(C)O, CC#N, Cc1c(I)cc(Cl)cc1NC(=O)OC(C)(C)C, [Cu]I, Cl[Pd]Cl, c1ccc(P(c2ccccc2)c2ccccc2)cc1. Product: Cc1c(C#CC(C)(C)O)cc(Cl)cc1NC(=O)OC(C)(C)C. Reaction SMILES: [CH3:18][C:19]([CH3:20])([C:21]#[CH:22])[OH:23].[CH3:43][C:44]#[N:45].[Cl:1][c:2]1[cH:3][c:4]([I:17])[c:5]([CH3:16])[c:6]([NH:8][C:9]([O:10][C:11]([CH3:12])([CH3:13])[CH3:14])=[O:15])[cH:7]1.[Cu:46][I:47].[Pd:48]([Cl:49])[Cl:50].[c:24]1([P:25]([c:26]2[cH:27][cH:28][cH:29][cH:30][cH:31]2)[c:32]2[cH:33][cH:34][cH:35][cH:36][cH:37]2)[cH:38][cH:39][cH:40][cH:41][cH:42]1>>[Cl:1][c:2]1[cH:3][c:4]([C:22]#[C:21][C:19]([CH3:18])([CH3:20])[OH:23])[c:5]([CH3:16])[c:6]([NH:8][C:9]([O:10][C:11]([CH3:12])([CH3:13])[CH3:14])=[O:15])[cH:7]1. Starting materials: C(C)(=O)N(C1=C2C=CC=NC2=CC=C1)CC(CN1CCN(CC1)C(C1=CC=CC=C1)C1=CC=CC=C1)OC(C)=O (5-[N-acetyl-(2-acetoxy-3-(4-diphenylmethylpiperazine-1-yl)propylamino)]quinoline), C([O-])([O-])=O.[K+].[K+] (potassium carbonate). The solvent is CO (methanol), O (water). Conditions: time 8 hour. Product: C(C)(=O)N(C1=C2C=CC=NC2=CC=C1)CC(CN1CCN(CC1)C(C1=CC=CC=C1)C1=CC=CC=C1)O (5-[N-Acetyl-(3-(4-diphenylmethylpiperazine-1-yl)-2-hydroxypropylamino)]quinoline). The yield is 98.6%. Reaction SMILES: [C:1]([N:4]([CH2:15][CH:16]([O:37]C(=O)C)[CH2:17][N:18]1[CH2:23][CH2:22][N:21]([CH:24]([C:31]2[CH:36]=[CH:35][CH:34]=[CH:33][CH:32]=2)[C:25]2[CH:30]=[CH:29][CH:28]=[CH:27][CH:26]=2)[CH2:20][CH2:19]1)[C:5]1[CH:14]=[CH:13][CH:12]=[C:11]2[C:6]=1[CH:7]=[CH:8][CH:9]=[N:10]2)(=[O:3])[CH3:2].C(=O)([O-])[O-].[K+].[K+]>CO.O>[C:1]([N:4]([CH2:15][CH:16]([OH:37])[CH2:17][N:18]1[CH2:19][CH2:20][N:21]([CH:24]([C:25]2[CH:26]=[CH:27][CH:28]=[CH:29][CH:30]=2)[C:31]2[CH:32]=[CH:33][CH:34]=[CH:35][CH:36]=2)[CH2:22][CH2:23]1)[C:5]1[CH:14]=[CH:13][CH:12]=[C:11]2[C:6]=1[CH:7]=[CH:8][CH:9]=[N:10]2)(=[O:3])[CH3:2] |f:1.2.3|. Reported procedure: In a mixed solvent of 10 ml of methanol and 5 ml of water were dissolved 0.55 g of 5-[N-acetyl-(2-acetoxy-3-(4-diphenylmethylpiperazine-1-yl)propylamino)]quinoline and 0.5 g of potassium carbonate, and the liquid was allowed to stand at room temperature overnight. The liquid was extracted with methylene chloride, and the extract was then dried with anhydrous magnesium sulfate and was concentrated to obtain 0.5 g of the desired compound. The reactants are ClC1=C(C(=O)C2=C(SC(=C2)CC)N2C(=NN=C2C)CNC(NC=2C=C(C=CC2)CC(=O)OC(C)(C)C)=O)C=CC=C1 (tert-Butyl 3-(3-(4-(3-(2-chlorobenzoyl)-5-ethylthiophen-2-yl)-5-methyl[1,2,4]triazol-3-ylmethyl)ureido)phenylacetate). Run in C(=O)O (formic acid). Reaction conditions: time 1 day. Yields the product ClC1=C(C(=O)C2=C(SC(=C2)CC)N2C(=NN=C2C)CNC(NC=2C=C(C=CC2)CC(=O)O)=O)C=CC=C1 (3-(3-(4-(3-(2-chlorobenzoyl)-5-ethylthiophen-2-yl)-5-methyl[1,2,4]triazol-3-ylmethyl)ureido)phenylacetic acid). Yield: 79.2%. Reaction SMILES: [Cl:1][C:2]1[CH:41]=[CH:40][CH:39]=[CH:38][C:3]=1[C:4]([C:6]1[CH:10]=[C:9]([CH2:11][CH3:12])[S:8][C:7]=1[N:13]1[C:17]([CH3:18])=[N:16][N:15]=[C:14]1[CH2:19][NH:20][C:21](=[O:37])[NH:22][C:23]1[CH:24]=[C:25]([CH2:29][C:30]([O:32]C(C)(C)C)=[O:31])[CH:26]=[CH:27][CH:28]=1)=[O:5]>C(O)=O>[Cl:1][C:2]1[CH:41]=[CH:40][CH:39]=[CH:38][C:3]=1[C:4]([C:6]1[CH:10]=[C:9]([CH2:11][CH3:12])[S:8][C:7]=1[N:13]1[C:17]([CH3:18])=[N:16][N:15]=[C:14]1[CH2:19][NH:20][C:21](=[O:37])[NH:22][C:23]1[CH:24]=[C:25]([CH2:29][C:30]([OH:32])=[O:31])[CH:26]=[CH:27][CH:28]=1)=[O:5]. Reported procedure: tert-Butyl 3-(3-(4-(3-(2-chlorobenzoyl)-5-ethylthiophen-2-yl)-5-methyl[1,2,4]triazol-3-ylmethyl)ureido)phenylacetate (0.92 g) was dissolved in formic acid (20 ml), and the solution was allowed to stand at room temperature for one day. The reaction mixture was concentrated, and the obtained residue was recrystallized from ethyl acetate and isopropyl ether to give 0.66 g of 3-(3-(4-(3-(2-chlorobenzoyl)-5-ethylthiophen-2-yl)-5-methyl[1,2,4]triazol-3-ylmethyl)ureido)phenylacetic acid. The reactants are ClC1=C2C(N(C(C2=C(C(=C1Cl)Cl)Cl)=O)CCC1(CCN(CC1)C1=NC=CC(=N1)C(F)(F)F)O)=O (4,5,6,7-tetrachloro-2-{2-[4-hydroxy-1-(4-trifluoromethylpyrimidin-2-yl)piperidin-4-yl]ethyl}isoindole-1,3-dione), C(CN)N (ethylenediamine). Run in C(C)#N.O1CCCC1.O (acetonitrile tetrahydrofuran water), C(C)O (ethanol). Product: NCCC1(CCN(CC1)C1=NC=CC(=N1)C(F)(F)F)O (4-(2-Aminoethyl)-1-(4-trifluoromethylpyrimidin-2-yl)-piperidin-4-ol). Yield: 76.0%. As a reaction SMILES: ClC1C(Cl)=C(Cl)C(Cl)=C2C=1C(=O)[N:5]([CH2:15][CH2:16][C:17]1([OH:33])[CH2:22][CH2:21][N:20]([C:23]3[N:28]=[C:27]([C:29]([F:32])([F:31])[F:30])[CH:26]=[CH:25][N:24]=3)[CH2:19][CH2:18]1)C2=O.C(N)CN>C(#N)C.O1CCCC1.O.C(O)C>[NH2:5][CH2:15][CH2:16][C:17]1([OH:33])[CH2:18][CH2:19][N:20]([C:23]2[N:28]=[C:27]([C:29]([F:31])([F:32])[F:30])[CH:26]=[CH:25][N:24]=2)[CH2:21][CH2:22]1 |f:2.3.4|. Procedure details: The process is performed according to the procedure described in Example 1 (step 1.4.). Starting with 0.38 g (0.68 mmol) of 4,5,6,7-tetrachloro-2-{2-[4-hydroxy-1-(4-trifluoromethylpyrimidin-2-yl)piperidin-4-yl]ethyl}isoindole-1,3-dione), obtained in the preceding step, dissolved in an acetonitrile/tetrahydrofuran/water mixture (2/1/1) and 0.18 g (3.06 mmol) of ethylenediamine in 4.50 mL of ethanol, and after chromatography on silica gel, eluting with a 90/10/1 mixture of dichloromethane, methano... Starting materials: C(C)(=O)OC(C)=O (Acetic anhydride), C(=O)O (formic acid), NC=1C=C(C(=O)O)C=CC1 (3-aminobenzoic acid). The solvent is O (water). The product is C(=O)NC=1C=C(C(=O)O)C=CC1 (3-(Formylamino)benzoic acid). As a reaction SMILES: [C:1](OC(=O)C)(=[O:3])C.C(O)=O.[NH2:11][C:12]1[CH:13]=[C:14]([CH:18]=[CH:19][CH:20]=1)[C:15]([OH:17])=[O:16]>O>[CH:1]([NH:11][C:12]1[CH:13]=[C:14]([CH:18]=[CH:19][CH:20]=1)[C:15]([OH:17])=[O:16])=[O:3]. Procedure: Acetic anhydride (76 ml) was added to 98% formic acid (130 ml) and the mixture stirred at r.t. 30 min, then 3-aminobenzoic acid (15 g, 109.5 mmol) added. The mixture was stirred at r.t. for 1 h, then water (1.3 L) added and stirring continued overnight. The resultant white precipitate was collected, washed with water and dried in vacuo over P2O5 (15.4 g, 85%).